From a dataset of the Open Reaction Database (ORD), a public repository of structured organic reaction records. describe an organic reaction: reactants, conditions, products, and yield The reactants are ClC=1N=C(C2=C(N1)N(C=C2I)S(=O)(=O)C2=CC=C(C)C=C2)Cl (2,4-dichloro-5-iodo-7-tosyl-7H-pyrrolo[2,3-d]pyrimidine), C(C1=CC=CC=C1)N (benzylamine), CCN(C(C)C)C(C)C (DIEA), C(CCC)O (nBuOH). Solvent: O1CCOCC1 (dioxane), CN(C)C=O (DMF). Run at temperature 70 celsius, time 2 hour. The product is C(C1=CC=CC=C1)NC=1C2=C(N=C(N1)Cl)N(C=C2I)S(=O)(=O)C2=CC=C(C)C=C2 (N-benzyl-2-chloro-5-iodo-7-tosyl-7H-pyrrolo[2,3-d]pyrimidin-4-amine). Yield: 86.5%. RXN SMILES: [Cl:1][C:2]1[N:3]=[C:4](Cl)[C:5]2[C:10]([I:11])=[CH:9][N:8]([S:12]([C:15]3[CH:21]=[CH:20][C:18]([CH3:19])=[CH:17][CH:16]=3)(=[O:14])=[O:13])[C:6]=2[N:7]=1.[CH2:23]([NH2:30])[C:24]1[CH:29]=[CH:28][CH:27]=[CH:26][CH:25]=1.CCN(C(C)C)C(C)C.C(O)CCC>O1CCOCC1.CN(C=O)C>[CH2:23]([NH:30][C:4]1[C:5]2[C:10]([I:11])=[CH:9][N:8]([S:12]([C:15]3[CH:21]=[CH:20][C:18]([CH3:19])=[CH:17][CH:16]=3)(=[O:14])=[O:13])[C:6]=2[N:7]=[C:2]([Cl:1])[N:3]=1)[C:24]1[CH:29]=[CH:28][CH:27]=[CH:26][CH:25]=1. Procedure: A mixture of 2,4-dichloro-5-iodo-7-tosyl-7H-pyrrolo[2,3-d]pyrimidine (1.00 g, 2.13 mmol), benzylamine (0.233 mL, 2.13 mmol) and DIEA (0.750 mL, 4.31 mmol) in dioxane (12 mL)/nBuOH (12 mL)/DMF (3 mL) was stirred at 70° C. for 2 h. It was concentrated in vacuo. The residue was partitioned between water and EtOAc. The organic phase was separated, washed with 1N HCl, then with 5% NaHCO3, dried over Na2SO4, concentrated in vacuo to give N-benzyl-2-chloro-5-iodo-7-tosyl-7H-pyrrolo[2,3-d]pyrimidin-4-am... The reactants are C(=O)(O)[O-].[Na+] (NaHCO3), C(C)(=O)O[BH-](OC(C)=O)OC(C)=O.[Na+] (Sodium triacetoxyborohydride), C(C)(C)(C)OC(=O)N1CCC(CC1)NCCC(C)C (4-(3-methyl-butylamino)-piperidine-1-carboxylic acid tert-butyl ester), O1C(=CC2=C1C=CC=C2)C=O (benzofuran-2-carboxaldehyde). Solvent: ClCCl (dichloromethane). Run at time 8 hour. The product is C(C)(C)(C)OC(=O)N1CCC(CC1)N(CCC(C)C)CC=1OC2=C(C1)C=CC=C2 (4-{[(benzofuran-2-yl)methyl]-(3-methylbutyl)-amino}-piperidine-1-carboxylic acid tert-butyl ester). Yield: 105.4%. RXN SMILES: C(O[BH-](OC(=O)C)OC(=O)C)(=O)C.[Na+].[C:15]([O:19][C:20]([N:22]1[CH2:27][CH2:26][CH:25]([NH:28][CH2:29][CH2:30][CH:31]([CH3:33])[CH3:32])[CH2:24][CH2:23]1)=[O:21])([CH3:18])([CH3:17])[CH3:16].[O:34]1[C:38]2[CH:39]=[CH:40][CH:41]=[CH:42][C:37]=2[CH:36]=[C:35]1[CH:43]=O.C([O-])(O)=O.[Na+]>ClCCl>[C:15]([O:19][C:20]([N:22]1[CH2:23][CH2:24][CH:25]([N:28]([CH2:43][C:35]2[O:34][C:38]3[CH:39]=[CH:40][CH:41]=[CH:42][C:37]=3[CH:36]=2)[CH2:29][CH2:30][CH:31]([CH3:33])[CH3:32])[CH2:26][CH2:27]1)=[O:21])([CH3:18])([CH3:17])[CH3:16] |f:0.1,4.5|. Procedure details: Sodium triacetoxyborohydride (0.88 g, 4.16 mmol) is added to a stirred solution of 4-(3-methyl-butylamino)-piperidine-1-carboxylic acid tert-butyl ester (0.75 g, 2.77 mmol), benzofuran-2-carboxaldehyde (0.50 g, 3.46 mmol), and dichloromethane (14 ml). The reaction is stirred overnight at room temperature under nitrogen. The reaction is poured into aqueous saturated NaHCO3 (50 ml) and extracted with dichloromethane (25 ml×3). The organic layer is washed with aqueous saturated NaHCO3 and dried ove... The reactants are C(C)OC(=O)C=1C(=C2C(=CN1)ON=C2C2=CC=CC=C2)O (4-hydroxy-3-phenyl-isoxazolo[5,4-c]pyridine-5-carboxylic acid ethyl ester), N[C@H](C)C(=O)O (D-alanine). The product is OC1=C2C(=CN=C1C(=O)N[C@@H](C(=O)O)C)ON=C2C2=CC=CC=C2 (2-[(4-Hydroxy-3-phenyl-isoxazolo[5,4-c]pyridine-5-carbonyl)-amino]-(R)-propionic acid). Reaction SMILES: C(O[C:4]([C:6]1[C:7]([OH:21])=[C:8]2[C:14]([C:15]3[CH:20]=[CH:19][CH:18]=[CH:17][CH:16]=3)=[N:13][O:12][C:9]2=[CH:10][N:11]=1)=[O:5])C.[NH2:22][C@@H:23]([C:25]([OH:27])=[O:26])[CH3:24]>>[OH:21][C:7]1[C:6]([C:4]([NH:22][C@H:23]([CH3:24])[C:25]([OH:27])=[O:26])=[O:5])=[N:11][CH:10]=[C:9]2[O:12][N:13]=[C:14]([C:15]3[CH:16]=[CH:17][CH:18]=[CH:19][CH:20]=3)[C:8]=12. Procedure: Prepared in analogy to Example 11 from 4-hydroxy-3-phenyl-isoxazolo[5,4-c]pyridine-5-carboxylic acid ethyl ester and D-alanine; ESI MS (m/z): 328.20 (M+H+); 326.16 (M−H+).